Dataset: the Open Reaction Database (ORD), a public repository of structured organic reaction records. Task: describe an organic reaction: reactants, conditions, products, and yield Reactants: C(=O)(O)C=1C=C2CCC(NC2=CC1)=O (6-carboxy-3,4-dihydrocarbostyril), S(=O)(Cl)Cl (thionyl chloride), C(C1=CC=CC=C1)N1CCNCC1 (benzylpiperazine), N1=CC=CC=C1 (pyridine), S(=O)(Cl)Cl (thionyl chloride). Run in CO (methanol), C(Cl)(Cl)Cl (chloroform), C(Cl)Cl (methylene chloride), C(Cl)Cl (methylene chloride). Run at time 1 hour. Product: C(C1=CC=CC=C1)N1CCN(CC1)C(=O)C=1C=C2CCC(NC2=CC1)=O (6-(4-benzyl-1-piperazinylcarbonyl)-3,4-dihydrocarbostyril). As a reaction SMILES: [C:1]([C:4]1[CH:5]=[C:6]2[C:11](=[CH:12][CH:13]=1)[NH:10][C:9](=[O:14])[CH2:8][CH2:7]2)([OH:3])=O.N1C=CC=CC=1.S(Cl)(Cl)=O.[CH2:25]([N:32]1[CH2:37][CH2:36][NH:35][CH2:34][CH2:33]1)[C:26]1[CH:31]=[CH:30][CH:29]=[CH:28][CH:27]=1>C(Cl)Cl.CO.C(Cl)(Cl)Cl>[CH2:25]([N:32]1[CH2:37][CH2:36][N:35]([C:1]([C:4]2[CH:5]=[C:6]3[C:11](=[CH:12][CH:13]=2)[NH:10][C:9](=[O:14])[CH2:8][CH2:7]3)=[O:3])[CH2:34][CH2:33]1)[C:26]1[CH:27]=[CH:28][CH:29]=[CH:30][CH:31]=1. Procedure: 1.9 Grams of 6-carboxy-3,4-dihydrocarbostyril was suspended in 200 ml of methylene chloride, then 2 ml of pyridine was added to the suspension and under stirring 1.4 g of thionyl chloride was added dropwise in keeping the inside temperature at 0°-20° C. After the addition of thionyl chloride, the reaction mixture was kept at the same temperature and stirred for 1 hour, then 1.74 g of benzylpiperazine in 10 ml of methylene chloride solution was added to the mixture. Then the reaction mixture was ... Reactants: CC(=O)NCC1CC1c1c(Br)ccc2nn(C)cc12, O=C([O-])[O-], CCB(O)O, CN(C)C=O, CCOC(C)=O, CC(C)c1cc(C(C)C)c(-c2ccccc2P(C2CCCCC2)C2CCCCC2)c(C(C)C)c1, [K+], [K+], O=C(C=Cc1ccccc1)C=Cc1ccccc1, O=C(C=Cc1ccccc1)C=Cc1ccccc1, O=C(C=Cc1ccccc1)C=Cc1ccccc1, [Pd], [Pd]. Yields the product CCc1ccc2nn(C)cc2c1C1CC1CNC(C)=O. Reaction SMILES: [Br:1][c:2]1[c:3]([CH:12]2[CH:13]([CH2:15][NH:16][C:17]([CH3:18])=[O:19])[CH2:14]2)[c:4]2[cH:5][n:6]([CH3:11])[n:7][c:8]2[cH:9][cH:10]1.[C:59](=[O:60])([O-:61])[O-:62].[CH2:20]([CH3:21])[B:22]([OH:23])[OH:24].[CH3:127][N:128]([CH3:129])[CH:130]=[O:131].[CH3:65][CH2:66][O:67][C:68](=[O:69])[CH3:70].[CH:25]1([P:26]([CH:27]2[CH2:28][CH2:29][CH2:30][CH2:31][CH2:32]2)[c:33]2[cH:34][cH:35][cH:36][cH:37][c:38]2-[c:39]2[c:40]([CH:41]([CH3:42])[CH3:43])[cH:44][c:45]([CH:46]([CH3:47])[CH3:48])[cH:49][c:50]2[CH:51]([CH3:52])[CH3:53])[CH2:54][CH2:55][CH2:56][CH2:57][CH2:58]1.[K+:63].[K+:64].[O:109]=[C:110]([CH:111]=[CH:112][c:113]1[cH:114][cH:115][cH:116][cH:117][cH:118]1)[CH:119]=[CH:120][c:121]1[cH:122][cH:123][cH:124][cH:125][cH:126]1.[O:73]=[C:74]([CH:75]=[CH:76][c:77]1[cH:78][cH:79][cH:80][cH:81][cH:82]1)[CH:83]=[CH:84][c:85]1[cH:86][cH:87][cH:88][cH:89][cH:90]1.[O:91]=[C:92]([CH:93]=[CH:94][c:95]1[cH:96][cH:97][cH:98][cH:99][cH:100]1)[CH:101]=[CH:102][c:103]1[cH:104][cH:105][cH:106][cH:107][cH:108]1.[Pd:71].[Pd:72]>>[c:2]1([CH2:20][CH3:21])[c:3]([CH:12]2[CH:13]([CH2:15][NH:16][C:17]([CH3:18])=[O:19])[CH2:14]2)[c:4]2[cH:5][n:6]([CH3:11])[n:7][c:8]2[cH:9][cH:10]1. Reactants: CS(=O)(=O)Cl (methylsulfonyl chloride), NC1=CC=C(C=C1)C1(N=C(SC1)NC(C)=O)C (N-[4-(4-Amino-phenyl)-4-methyl-thiazol-2-yl]-acetamide), C([O-])([O-])=O.[Na+].[Na+] (sodium carbonate). The solvent is CN(C=O)C (dimethylformamide), CN(C=O)C (dimethylformamide). Reaction conditions: time 18 hour. Yields the product CS(=O)(=O)NC1=CC=C(C=C1)C1(N=C(SC1)NC(C)=O)C (N-[4-(4-Methanesulfonylamino-phenyl)-4-methyl-thiazol-2-yl]-acetamide). RXN SMILES: [NH2:1][C:2]1[CH:7]=[CH:6][C:5]([C:8]2([CH3:17])[CH2:12][S:11][C:10]([NH:13][C:14](=[O:16])[CH3:15])=[N:9]2)=[CH:4][CH:3]=1.[CH3:18][S:19](Cl)(=[O:21])=[O:20].C(=O)([O-])[O-].[Na+].[Na+]>CN(C)C=O>[CH3:18][S:19]([NH:1][C:2]1[CH:3]=[CH:4][C:5]([C:8]2([CH3:17])[CH2:12][S:11][C:10]([NH:13][C:14](=[O:16])[CH3:15])=[N:9]2)=[CH:6][CH:7]=1)(=[O:21])=[O:20] |f:2.3.4|. Reported procedure: N-[4-(4-Amino-phenyl)-4-methyl-thiazol-2-yl]-acetamide (0.05 g, 0.20 mmol) is dissolved in dimethylformamide (1 ml) and treated by a solution of methylsulfonyl chloride (0.0232 g, 0.20 mmol) in dry dimethylformamide (1 ml) followed by 2M aqueous sodium carbonate solution (0.20 ml, 0.40 mmol). The reaction mixture is stirred at room temperature for 18 hours. The solvent is removed in vacuo and the residue is purified by chromatography to give the title compound. MH+ (ESMS): 326.1 Reactants: [BH4-], CCOCC, [Cl-], [Cl-], Cl, [Na+], CCOC(=O)C(Cc1ccc(C(F)(F)F)cc1)C(=O)c1ccc(Oc2ccccc2)cc1, O, [Zn+2]. Yields the product CCOC(=O)C(Cc1ccc(C(F)(F)F)cc1)C(O)c1ccc(Oc2ccccc2)cc1. RXN SMILES: [BH4-:1].[CH3:37][CH2:38][O:39][CH2:40][CH3:41].[Cl-:42].[Cl-:44].[ClH:35].[Na+:2].[O:3]=[C:4]([CH:5]([C:6](=[O:7])[O:8][CH2:9][CH3:10])[CH2:11][c:12]1[cH:13][cH:14][c:15]([C:18]([F:19])([F:20])[F:21])[cH:16][cH:17]1)[c:22]1[cH:23][cH:24][c:25]([O:28][c:29]2[cH:30][cH:31][cH:32][cH:33][cH:34]2)[cH:26][cH:27]1.[OH2:36].[Zn+2:43]>>[OH:3][CH:4]([CH:5]([C:6](=[O:7])[O:8][CH2:9][CH3:10])[CH2:11][c:12]1[cH:13][cH:14][c:15]([C:18]([F:19])([F:20])[F:21])[cH:16][cH:17]1)[c:22]1[cH:23][cH:24][c:25]([O:28][c:29]2[cH:30][cH:31][cH:32][cH:33][cH:34]2)[cH:26][cH:27]1. The reactants are [BH3-]C#N, COc1ccc(CNC(=O)c2n[nH]cc2NCc2cccc([N+](=O)[O-])c2)c(OC)c1, CC(=O)O, [Cl-], [Mg+2], [Na+], [Na+], [Na+], O=S(=O)([O-])[O-], [OH-]. Yields the product COc1ccc(CNC(=O)c2n[nH]cc2N(C)Cc2cccc([N+](=O)[O-])c2)c(OC)c1. Reaction SMILES: [C:37]([BH3-:38])#[N:39].[CH3:1][O:2][c:3]1[c:4]([CH2:5][NH:6][C:7](=[O:8])[c:9]2[n:10][nH:11][cH:12][c:13]2[NH:14][CH2:15][c:16]2[cH:17][c:18]([N+:22](=[O:23])[O-:24])[cH:19][cH:20][cH:21]2)[cH:25][cH:26][c:27]([O:29][CH3:30])[cH:28]1.[CH3:45][C:46](=[O:47])[OH:48].[Cl-:44].[Mg+2:31].[Na+:40].[Na+:42].[Na+:43].[O-:32][S:33](=[O:34])(=[O:35])[O-:36].[OH-:41]>>[CH3:1][O:2][c:3]1[c:4]([CH2:5][NH:6][C:7](=[O:8])[c:9]2[n:10][nH:11][cH:12][c:13]2[N:14]([CH2:15][c:16]2[cH:17][c:18]([N+:22](=[O:23])[O-:24])[cH:19][cH:20][cH:21]2)[CH3:37])[cH:25][cH:26][c:27]([O:29][CH3:30])[cH:28]1. Procedure: A 540 g. amount of stannous chloride is dissolved in 450 ml. of concentrated hydrochloric acid with stirring. The solution is cooled to 10° C. in an ice bath and 155 g. of N'-(2,6-dichloro-4-nitrophenyl)-N,N-dimethylformamidine (prepared as described above) is added portionwise, with stirring, at a rate to maintain the reaction temperature at 75° C. The reaction mixture is allowed to stand at room temperature for 18 hours, then is filtered. The filter cake is suspended in 200 ml. of ice water an... The product is NC1=CC(=C(C(=C1)Cl)N=CN(C)C)Cl (N'-(4-Amino-2,6-dichlorophenyl)-N,N-dimethylformamidine). Reactants: stannous chloride, Cl (hydrochloric acid), ClC1=C(C(=CC(=C1)[N+](=O)[O-])Cl)N=CN(C)C (N'-(2,6-dichloro-4-nitrophenyl)-N,N-dimethylformamidine). As a reaction SMILES: Cl.[Cl:2][C:3]1[CH:8]=[C:7]([N+:9]([O-])=O)[CH:6]=[C:5]([Cl:12])[C:4]=1[N:13]=[CH:14][N:15]([CH3:17])[CH3:16]>>[NH2:9][C:7]1[CH:6]=[C:5]([Cl:12])[C:4]([N:13]=[CH:14][N:15]([CH3:16])[CH3:17])=[C:3]([Cl:2])[CH:8]=1. Run at temperature 10 celsius, time 18 hour.